describe an organic reaction: reactants, conditions, products, and yield From a dataset of the Open Reaction Database (ORD), a public repository of structured organic reaction records. Starting materials: COC([C@H](CC1=CC=C(C=C1)C1=CC=C(C=C1)C#N)NC(=O)C1NCC=2C=C3C(=CC2C1)OC[C@@H](O3)C3=CC=C(C=C3)OCC3=CC(=C(C=C3)Cl)Cl)=O ((S)-3-(4′-Cyano-biphenyl-4-yl)-2-({(S)-3-[4-(3,4-dichloro-benzyloxy)-phenyl]-2,3,6,7,8,9-hexahydro-[1,4]dioxino[2,3-g]isoquinoline-8-carbonyl}-amino)-propionic acid methyl ester), COC1=C(C=CC=C1)S(=O)(=O)Cl (2-methoxy-benzenesulfonyl chloride). Product: COC([C@H](CC1=CC=C(C=C1)C1=CC=C(C=C1)C#N)NC(=O)C1N(CC=2C=C3C(=CC2C1)OC[C@@H](O3)C3=CC=C(C=C3)OCC3=CC(=C(C=C3)Cl)Cl)S(=O)(=O)C3=C(C=CC=C3)OC)=O ((S)-3-(4′-cyano-biphenyl-4-yl)-2-{[(S)-3-[4-(3,4-dichloro-benzyloxy)-phenyl]-7-(2-methoxy-benzenesulfonyl)-2,3,6,7,8,9-hexahydro-[1,4]dioxino[2,3-g]isoquinoline-8-carbonyl]-amino}-propionic acid methyl ester). Reaction SMILES: [CH3:1][O:2][C:3](=[O:53])[C@@H:4]([NH:20][C:21]([CH:23]1[CH2:32][C:31]2[CH:30]=[C:29]3[O:33][CH2:34][C@H:35]([C:37]4[CH:42]=[CH:41][C:40]([O:43][CH2:44][C:45]5[CH:50]=[CH:49][C:48]([Cl:51])=[C:47]([Cl:52])[CH:46]=5)=[CH:39][CH:38]=4)[O:36][C:28]3=[CH:27][C:26]=2[CH2:25][NH:24]1)=[O:22])[CH2:5][C:6]1[CH:11]=[CH:10][C:9]([C:12]2[CH:17]=[CH:16][C:15]([C:18]#[N:19])=[CH:14][CH:13]=2)=[CH:8][CH:7]=1.[CH3:54][O:55][C:56]1[CH:61]=[CH:60][CH:59]=[CH:58][C:57]=1[S:62](Cl)(=[O:64])=[O:63]>>[CH3:1][O:2][C:3](=[O:53])[C@@H:4]([NH:20][C:21]([CH:23]1[CH2:32][C:31]2[CH:30]=[C:29]3[O:33][CH2:34][C@H:35]([C:37]4[CH:42]=[CH:41][C:40]([O:43][CH2:44][C:45]5[CH:50]=[CH:49][C:48]([Cl:51])=[C:47]([Cl:52])[CH:46]=5)=[CH:39][CH:38]=4)[O:36][C:28]3=[CH:27][C:26]=2[CH2:25][N:24]1[S:62]([C:57]1[CH:58]=[CH:59][CH:60]=[CH:61][C:56]=1[O:55][CH3:54])(=[O:64])=[O:63])=[O:22])[CH2:5][C:6]1[CH:11]=[CH:10][C:9]([C:12]2[CH:13]=[CH:14][C:15]([C:18]#[N:19])=[CH:16][CH:17]=2)=[CH:8][CH:7]=1. Reported procedure: (S)-3-(4′-Cyano-biphenyl-4-yl)-2-({(S)-3-[4-(3,4-dichloro-benzyloxy)-phenyl]-2,3,6,7,8,9-hexahydro-[1,4]dioxino[2,3-g]isoquinoline-8-carbonyl}-amino)-propionic acid methyl ester (40 mg) was treated with 2-methoxy-benzenesulfonyl chloride according to General Procedure E to give (S)-3-(4′-cyano-biphenyl-4-yl)-2-{[(S)-3-[4-(3,4-dichloro-benzyloxy)-phenyl]-7-(2-methoxy-benzenesulfonyl)-2,3,6,7,8,9-hexahydro-[1,4]dioxino[2,3-g]isoquinoline-8-carbonyl]-amino}-propionic acid methyl ester. This (26 mg)... Starting materials: C1(=CC=CC=C1)OP(=O)(OC1=CC=CC=C1)OCCC(C(=O)O)NC(C[C@@H](CCCCCCCCCCC)OCC1=CC=CC=C1)=O (4-(diphenyloxyphosphoryloxy)-2-[(R)-3-benzyloxytetradecanoylamino]-butanoic acid), C(CCCCCCCCCCC)(=O)O[C@@H](CC(=O)O)CCCCCCCCCCC ((R)-3-dodecanoyloxytetradecanoic acid), C(C1=CC=CC=C1)O[C@@H](CC(=O)O)CCCCCCCCCCC ((R)-3-benzyloxytetradecanoic acid). Yields the product C1(=CC=CC=C1)OP(=O)(OC1=CC=CC=C1)OCCC(C(=O)O)NC(C[C@@H](CCCCCCCCCCC)OC(CCCCCCCCCCC)=O)=O (4-(diphenyloxyphosphoryloxy)-2-[(R)-3-dodecanoyloxytetradecanoylamino]-butanoic acid). RXN SMILES: [C:1]1([O:7][P:8]([O:17][CH2:18][CH2:19][CH:20]([NH:24]C(=O)C[C@H](OCC2C=CC=CC=2)CCCCCCCCCCC)[C:21]([OH:23])=[O:22])([O:10][C:11]2[CH:16]=[CH:15][CH:14]=[CH:13][CH:12]=2)=[O:9])[CH:6]=[CH:5][CH:4]=[CH:3][CH:2]=1.[C:48]([O:61][C@H:62]([CH2:67][CH2:68][CH2:69][CH2:70][CH2:71][CH2:72][CH2:73][CH2:74][CH2:75][CH2:76][CH3:77])[CH2:63][C:64]([OH:66])=O)(=[O:60])[CH2:49][CH2:50][CH2:51][CH2:52][CH2:53][CH2:54][CH2:55][CH2:56][CH2:57][CH2:58][CH3:59].C(O[C@H](CCCCCCCCCCC)CC(O)=O)C1C=CC=CC=1>>[C:1]1([O:7][P:8]([O:17][CH2:18][CH2:19][CH:20]([NH:24][C:64](=[O:66])[CH2:63][C@H:62]([O:61][C:48](=[O:60])[CH2:49][CH2:50][CH2:51][CH2:52][CH2:53][CH2:54][CH2:55][CH2:56][CH2:57][CH2:58][CH3:59])[CH2:67][CH2:68][CH2:69][CH2:70][CH2:71][CH2:72][CH2:73][CH2:74][CH2:75][CH2:76][CH3:77])[C:21]([OH:23])=[O:22])([O:10][C:11]2[CH:16]=[CH:15][CH:14]=[CH:13][CH:12]=2)=[O:9])[CH:2]=[CH:3][CH:4]=[CH:5][CH:6]=1. Procedure: The 4-(diphenyloxyphosphoryloxy)-2-[(R)-3-benzyloxytetradecanoylamino]-butanoic acid can be prepared using the same reaction scheme by replacing in step 5 of example I, (R)-3-dodecanoyloxytetradecanoic acid by (R)-3-benzyloxytetradecanoic acid.